Dataset: the Open Reaction Database (ORD), a public repository of structured organic reaction records. Task: describe an organic reaction: reactants, conditions, products, and yield Reactants: filtrate, C(CC(O)(C(=O)O)CC(=O)O)(=O)O (citric acid), CN1[C@H]2C[C@H]([C@@H]1[C@@H]3CC4=C([C@H]5N3[C@@H]2OC5)C(=CC=C4)OC)C(=O)[O-] (DC-52). Product: CN1C2CC(C1C3CC4=C(C5N3C2OC5)C(=CC=C4)OC)C(=O)O.C(C(=O)O)C(CC(=O)O)(C(=O)O)O (DC-52 citrate). Reaction SMILES: [C:1]([OH:13])(=[O:12])[CH2:2][C:3]([CH2:8][C:9]([OH:11])=[O:10])([C:5]([OH:7])=[O:6])[OH:4].[CH3:14][N:15]1[C@H:19]2[C@H:20]3[N:25]4[C@H:26]([O:27][CH2:28][C@H:24]4[C:23]4[C:29]([O:33][CH3:34])=[CH:30][CH:31]=[CH:32][C:22]=4[CH2:21]3)[C@@H:16]1[CH2:17][C@H:18]2[C:35]([O-:37])=[O:36]>>[CH3:14][N:15]1[CH:19]2[CH:20]3[N:25]4[CH:26]([O:27][CH2:28][CH:24]4[C:23]4[C:29]([O:33][CH3:34])=[CH:30][CH:31]=[CH:32][C:22]=4[CH2:21]3)[CH:16]1[CH2:17][CH:18]2[C:35]([OH:37])=[O:36].[CH2:8]([C:3]([OH:4])([C:5]([OH:7])=[O:6])[CH2:2][C:1]([OH:13])=[O:12])[C:9]([OH:11])=[O:10] |f:2.3|. Procedure: In this example, 10 ml of the DC-52 millipore filtrate obtained in Example 1 is cooled to 5° C., adjusted to pH 3.0 with citric acid, and then freeze-dried to obtain 630 mg of DC-52 citrate powder (equivalent weight ratio: 1.1). Starting materials: COC(C1=C(N=CC=C1C)Cl)=O (2-Chloro-4-methyl-nicotinic acid methyl ester), C(=O)([O-])[O-].[Na+].[Na+] (Na2CO3), N (NH3), CC(C)C[AlH]CC(C)C (DIBAL), CC(C)C[AlH]CC(C)C (DIBAL), N (NH3). Solvent: C1CCOC1 (THF), C(C)#N (ACN), O (Water), C(C)#N (ACN). Reaction conditions: temperature -78 celsius, time 1 hour. The product is ClC1=NC=CC(=C1CO)C ((2-chloro-4-methyl-pyridin-3-yl)-methanol). As a reaction SMILES: C[O:2][C:3](=O)[C:4]1[C:9]([CH3:10])=[CH:8][CH:7]=[N:6][C:5]=1[Cl:11].CC(C[AlH]CC(C)C)C.C([O-])([O-])=O.[Na+].[Na+].N>C1COCC1.C(#N)C.O>[Cl:11][C:5]1[C:4]([CH2:3][OH:2])=[C:9]([CH3:10])[CH:8]=[CH:7][N:6]=1 |f:2.3.4|. Procedure details: 2-Chloro-4-methyl-nicotinic acid methyl ester (1 g. 5.4 mmol) was dissolved in THF (10 mL) and cooled to −78° C. and DIBAL (1 M in toluene) was added via a syringe (14.4 mL. 21.6 mmol). The reaction mixture was allowed to warm to RT over a period of 4 h. Additional DIBAL (5 mL. 5 mmol) was added and the reaction was stirred at RT for 1 h before cooled to −20° C. Water (2 mL). sat. Na2CO3 solution (1.5 mL). aqueous NH3 (3 mL) and ACN (70 mL) were added. After vigorous stirring for 30 min. the sus... Reactants: [Al+3], [H-], [H-], [H-], [H-], [Li+], CN1C(=O)CCC1Cc1ccc(N)cc1, [Na+], C1CCOC1, [OH-], O. The product is CN1CCCC1Cc1ccc(N)cc1. RXN SMILES: [Al+3:17].[H-:16].[H-:19].[H-:20].[H-:21].[Li+:18].[NH2:1][c:2]1[cH:3][cH:4][c:5]([CH2:6][CH:7]2[CH2:8][CH2:9][C:10](=[O:13])[N:11]2[CH3:12])[cH:14][cH:15]1.[Na+:24].[O:25]1[CH2:26][CH2:27][CH2:28][CH2:29]1.[OH-:23].[OH2:22]>>[NH2:1][c:2]1[cH:3][cH:4][c:5]([CH2:6][CH:7]2[CH2:8][CH2:9][CH2:10][N:11]2[CH3:12])[cH:14][cH:15]1. Reactants: Cl.CN(C)CCCl (dimethylaminoethyl chloride hydrochloride), [Na] (sodium), OC1=NC=CC(=C1)CCC(=O)OCC (ethyl β-(2-hydroxy-4-pyridyl)propionate). The solvent is C(C)O (ethanol), C(C)O (ethanol), C(C)O (ethanol). The product is CN(CCN1C(C=C(C=C1)CCC(=O)OCC)=O)C (ethyl β-[N-(2 -dimethylaminoethyl)-2-oxo-4-pyridyl]propionate). Isolated yield 64.1%. Reaction SMILES: [Na].[OH:2][C:3]1[CH:8]=[C:7]([CH2:9][CH2:10][C:11]([O:13][CH2:14][CH3:15])=[O:12])[CH:6]=[CH:5][N:4]=1.Cl.[CH3:17][N:18]([CH2:20][CH2:21]Cl)[CH3:19]>C(O)C>[CH3:17][N:18]([CH3:19])[CH2:20][CH2:21][N:4]1[CH:5]=[CH:6][C:7]([CH2:9][CH2:10][C:11]([O:13][CH2:14][CH3:15])=[O:12])=[CH:8][C:3]1=[O:2] |f:2.3,^1:0|. Reported procedure: To a cooled solution of sodium (7.50 g) in ethanol (150 ml) was added a solution of ethyl β-(2-hydroxy-4-pyridyl)propionate (29.07 g) in ethanol (175 ml). After the solution was stirred for 40 minutes a solution of dimethylaminoethyl chloride hydrochloride (21.78 g) in ethanol (175 ml) was added and the reaction mixture was stirred under reflux for 6 hours and then was allowed to cool overnight. The reaction mixture was filtered and evaporated under reduced pressure to remove most of the solvent... Reactants: BrCCBr (1,2-dibromoethane), C([O-])([O-])=O.[K+].[K+] (potassium carbonate), CN1C(=CC2=CC(=CC=C12)O)CN(CC#C)C (1-methyl-2-{[methyl(prop-2-yn-1-yl)amino]methyl}-1H-indol-5-ol). Solvent: CC(CC)=O (2-butanone). Product: BrCCOC=1C=C2C=CNC2=CC1 (5-(2-bromoethoxy)indole). The yield is 37.0%. Reaction SMILES: C[N:2]1[C:10]2[C:5](=[CH:6][C:7]([OH:11])=[CH:8][CH:9]=2)[CH:4]=[C:3]1CN(C)CC#C.[Br:18][CH2:19][CH2:20]Br.C(=O)([O-])[O-].[K+].[K+]>CC(=O)CC>[Br:18][CH2:19][CH2:20][O:11][C:7]1[CH:6]=[C:5]2[C:10](=[CH:9][CH:8]=1)[NH:2][CH:3]=[CH:4]2 |f:2.3.4|. Reported procedure: A solution of 1-methyl-2-{[methyl(prop-2-yn-1-yl)amino]methyl}-1H-indol-5-ol (8) (Cruces, M. A.; Elorriaga, C.; Fernández-Álvarez, E. Eur. J. Med. Chem. 1991, 26, 33-41) (0.215 g, 0.942 mmol), 1,2-dibromoethane (1.77 g, 9.42 mmol), and potassium carbonate (0.65 g, 4.71 mmol) in 2-butanone (8 mL) was heated at 85° C. for 6 h. The mixture was evaporated under vacuum and the residue was extracted with dichloromethane (10 mL) and water (10 mL). The organic phase was dried (Na2SO4) and evaporated. Th... The reactants are CO, COC(=O)C(C)(C)c1nc(-c2ccc([N+](=O)[O-])c(O)n2)c(-c2ccc(F)cc2F)[nH]1, [H][H]. Yields the product COC(=O)C(C)(C)c1nc(-c2ccc(N)c(O)n2)c(-c2ccc(F)cc2F)[nH]1. As a reaction SMILES: [CH3:33][OH:34].[F:1][c:2]1[c:3](-[c:9]2[c:10](-[c:21]3[n:22][c:23]([OH:30])[c:24]([N+:27]([O-:28])=[O:29])[cH:25][cH:26]3)[n:11][c:12]([C:14]([C:15](=[O:16])[O:17][CH3:18])([CH3:19])[CH3:20])[nH:13]2)[cH:4][cH:5][c:6]([F:8])[cH:7]1.[H:31][H:32]>>[F:1][c:2]1[c:3](-[c:9]2[c:10](-[c:21]3[n:22][c:23]([OH:30])[c:24]([NH2:27])[cH:25][cH:26]3)[n:11][c:12]([C:14]([C:15](=[O:16])[O:17][CH3:18])([CH3:19])[CH3:20])[nH:13]2)[cH:4][cH:5][c:6]([F:8])[cH:7]1. The reactants are COC1=CC(=C(NC2=NC=CC=C2)C=C1)N (4-methoxy-2-amino-N-(2-pyridyl)aniline), CC1=C(SC=C1)/C=C/C(=O)Cl ((E)-3-(3-methyl-2-thienyl)acryloyl chloride), C(C(=O)O)(=O)O (oxalic acid), N1=C(C=CC=C1)N1C(=NC2=C1C=CC=C2)\C=C\C2=CC=CC=C2 ((E)-1-(2-pyridyl)-2-styryl-1H-benzimidazole). The solvent is C(C)(=O)OCC (ethyl acetate). The product is C(C(=O)O)(=O)O.COC1=CC2=C(N(C(=N2)\C=C\C=2SC=CC2C)C2=NC=CC=C2)C=C1 ((E)-5-Methoxy-1-(2-pyridyl)-2-[2-(3-methyl-2-thienyl)ethenyl]-1H-benzimidazole oxalate). As a reaction SMILES: [CH3:1][O:2][C:3]1[CH:15]=[CH:14][C:6]([NH:7][C:8]2[CH:13]=[CH:12][CH:11]=[CH:10][N:9]=2)=[C:5]([NH2:16])[CH:4]=1.[CH3:17][C:18]1[CH:22]=[CH:21][S:20][C:19]=1/[CH:23]=[CH:24]/[C:25](Cl)=O.N1C=CC=CC=1N1C2C=CC=CC=2N=C1/C=C/C1C=CC=CC=1.[C:51]([OH:56])(=[O:55])[C:52]([OH:54])=[O:53]>C(OCC)(=O)C>[C:51]([OH:56])(=[O:55])[C:52]([OH:54])=[O:53].[CH3:1][O:2][C:3]1[CH:15]=[CH:14][C:6]2[N:7]([C:8]3[CH:13]=[CH:12][CH:11]=[CH:10][N:9]=3)[C:25](/[CH:24]=[CH:23]/[C:19]3[S:20][CH:21]=[CH:22][C:18]=3[CH3:17])=[N:16][C:5]=2[CH:4]=1 |f:5.6|. Procedure details: Free base of the titled compound was prepared from 4-methoxy-2-amino-N-(2-pyridyl)aniline and (E)-3-(3-methyl-2-thienyl)acryloyl chloride (Sekiya, T.; Hiranuma, H.; Hata, S.; Mizogami, S.; Hanazuka, M.; Yamada, S. J. Med. Chem., 1983, 26, 411) according to the preparation of (E)-1-(2-pyridyl)-2-styryl-1H-benzimidazole (Example 1, method A). The free base and oxalic acid were dissolved into ethyl acetate. Concentration and recrystallization from ethyl MeOH/n-hexane yielded the titled compound. MW... Reactants: COc1ccccc1-c1ccc2cnc(OS(=O)(=O)C(F)(F)F)nn12, COCC(C)O, CCN(C(C)C)C(C)C, COc1cc(C2CCN(CC(O)CO)CC2)ccc1N. Product: COc1cc(C2CCN(CC(O)CO)CC2)ccc1Nc1ncc2ccc(-c3ccccc3OC)n2n1. RXN SMILES: [CH3:1][O:2][c:3]1[c:4](-[c:9]2[cH:10][cH:11][c:12]3[cH:13][n:14][c:15]([O:18][S:19]([C:20]([F:21])([F:22])[F:23])(=[O:24])=[O:25])[n:16][n:17]23)[cH:5][cH:6][cH:7][cH:8]1.[CH3:55][O:56][CH2:57][CH:58]([OH:59])[CH3:60].[CH:26]([N:27]([CH2:28][CH3:29])[CH:30]([CH3:31])[CH3:32])([CH3:33])[CH3:34].[NH2:35][c:36]1[c:37]([O:53][CH3:54])[cH:38][c:39]([CH:42]2[CH2:43][CH2:44][N:45]([CH2:48][CH:49]([CH2:50][OH:51])[OH:52])[CH2:46][CH2:47]2)[cH:40][cH:41]1>>[CH3:1][O:2][c:3]1[c:4](-[c:9]2[cH:10][cH:11][c:12]3[cH:13][n:14][c:15]([NH:35][c:36]4[c:37]([O:53][CH3:54])[cH:38][c:39]([CH:42]5[CH2:43][CH2:44][N:45]([CH2:48][CH:49]([CH2:50][OH:51])[OH:52])[CH2:46][CH2:47]5)[cH:40][cH:41]4)[n:16][n:17]23)[cH:5][cH:6][cH:7][cH:8]1.